This data is from the Open Reaction Database (ORD), a public repository of structured organic reaction records. The task is: describe an organic reaction: reactants, conditions, products, and yield Isolated yield 53.7%. The reactants are ClC1=CC=C(C2=CC=CC=C12)OC1=C(C=C(N)C=C1Cl)Cl (4-(4-chloro-1-naphthoxy)-3,5-dichloroaniline), FC1=C(C(=O)N=C=O)C(=CC=C1)F (2,6-difluorobenzoylisocyanate). RXN SMILES: [Cl:1][C:2]1[C:11]2[C:6](=[CH:7][CH:8]=[CH:9][CH:10]=2)[C:5]([O:12][C:13]2[C:19]([Cl:20])=[CH:18][C:16]([NH2:17])=[CH:15][C:14]=2[Cl:21])=[CH:4][CH:3]=1.[F:22][C:23]1[CH:33]=[CH:32][CH:31]=[C:30]([F:34])[C:24]=1[C:25]([N:27]=[C:28]=[O:29])=[O:26]>C1(C)C=CC=CC=1>[Cl:1][C:2]1[C:11]2[C:6](=[CH:7][CH:8]=[CH:9][CH:10]=2)[C:5]([O:12][C:13]2[C:14]([Cl:21])=[CH:15][C:16]([NH:17][C:28]([NH:27][C:25](=[O:26])[C:24]3[C:30]([F:34])=[CH:31][CH:32]=[CH:33][C:23]=3[F:22])=[O:29])=[CH:18][C:19]=2[Cl:20])=[CH:4][CH:3]=1. Procedure details: A solution containing 2.25 g (6.6 m moles) of 4-(4-chloro-1-naphthoxy)-3,5-dichloroaniline in 45 ml of toluene was placed under a nitrogen atmosphere and heated to 70° C. via an addition funnel was then added 1.82 g (9.9 m moles) of 2,6-difluorobenzoylisocyanate in 5 ml of toluene. The resulting mixture was then stirred at 70° C. for 45 min. and then cooled to room temperature. It was then cooled below 0° C. and filtered. The collected white white solid was dried under vacuum to afford 1.86 g of... Reaction conditions: temperature 70 celsius, time 45 minute. Solvent: C1(=CC=CC=C1)C (toluene), C1(=CC=CC=C1)C (toluene). Yields the product ClC1=CC=C(C2=CC=CC=C12)OC1=C(C=C(C=C1Cl)NC(=O)NC(C1=C(C=CC=C1F)F)=O)Cl (1-(4-[4-Chloro-1-naphthoxy]- 3,5-dichlorophenyl)-3-(2,6-difluorobenzoyl)urea).